Dataset: the Open Reaction Database (ORD), a public repository of structured organic reaction records. Task: describe an organic reaction: reactants, conditions, products, and yield Starting materials: O=CO, CCCCc1ccc(CC(Cl)C#N)cc1, Cl, O. Yields the product CCCCc1ccc(CC(Cl)C(=O)O)cc1. As a reaction SMILES: [CH:16](=[O:17])[OH:18].[Cl:1][CH:2]([C:3]#[N:4])[CH2:5][c:6]1[cH:7][cH:8][c:9]([CH2:12][CH2:13][CH2:14][CH3:15])[cH:10][cH:11]1.[ClH:19].[OH2:20]>>[Cl:1][CH:2]([CH2:5][c:6]1[cH:7][cH:8][c:9]([CH2:12][CH2:13][CH2:14][CH3:15])[cH:10][cH:11]1)[C:16](=[O:17])[OH:18]. The reactants are C1(=CC=CC=C1)C1=C(C2=CC=CC=C2CC1)C1=CC=C(C=C1)C=CC(=O)O (3-[4-(2-phenyl-3,4-dihydro-naphthalen-1-yl)-phenyl]-acrylic acid), CS(=O)(=O)N (methylsulfonamide). The product is C1(=CC=CC=C1)C1=C(C2=CC=CC=C2CC1)C1=CC=C(C=C1)C=CC(=O)NS(=O)(=O)C (N-{3-[4-(2-phenyl-3,4-dihydro-naphthalen-1-yl)-phenyl]-acryloyl}-methanesulfonamide). Reaction SMILES: [C:1]1([C:7]2[CH2:16][CH2:15][C:14]3[C:9](=[CH:10][CH:11]=[CH:12][CH:13]=3)[C:8]=2[C:17]2[CH:22]=[CH:21][C:20]([CH:23]=[CH:24][C:25]([OH:27])=O)=[CH:19][CH:18]=2)[CH:6]=[CH:5][CH:4]=[CH:3][CH:2]=1.[CH3:28][S:29]([NH2:32])(=[O:31])=[O:30]>>[C:1]1([C:7]2[CH2:16][CH2:15][C:14]3[C:9](=[CH:10][CH:11]=[CH:12][CH:13]=3)[C:8]=2[C:17]2[CH:22]=[CH:21][C:20]([CH:23]=[CH:24][C:25]([NH:32][S:29]([CH3:28])(=[O:31])=[O:30])=[O:27])=[CH:19][CH:18]=2)[CH:6]=[CH:5][CH:4]=[CH:3][CH:2]=1. Reported procedure: Prepared from the coupling of 2m and methylsulfonamide by the method described in Procedure 1, Method A. Yield (57%); ESI m/z: 428 (M−H−, 100%).